From a dataset of the Open Reaction Database (ORD), a public repository of structured organic reaction records. describe an organic reaction: reactants, conditions, products, and yield Starting materials: solution, OCC1=NC=2C(=NC(=CC2)OC2=C(C(=C(C(=C2)C)O)C)C)N1C (2-hydroxymethyl-5-(4-hydroxy-2,3,5-trimethylphenoxy)-3-methyl-3H-imidazo[4,5-b]pyridine). Solvent: N1=CC=CC=C1 (pyridine), C(C)(=O)OC(C)=O (acetic anhydride). Reaction conditions: time 3 hour. Yields the product C(C)(=O)OCC1=NC=2C(=NC(=CC2)OC2=C(C(=C(C(=C2)C)OC(C)=O)C)C)N1C (2-Acetoxymethyl-5-(4-acetoxy-2,3,5-trimethylphenoxy)-3-methyl-3H-imidazo[4,5-b]pyridine). Isolated yield 163.9%. Reaction SMILES: [OH:1][CH2:2][C:3]1[N:22]([CH3:23])[C:6]2=[N:7][C:8]([O:11][C:12]3[CH:17]=[C:16]([CH3:18])[C:15]([OH:19])=[C:14]([CH3:20])[C:13]=3[CH3:21])=[CH:9][CH:10]=[C:5]2[N:4]=1>N1C=CC=CC=1.C(OC(=O)C)(=O)C>[C:2]([O:1][CH2:2][C:3]1[N:22]([CH3:23])[C:6]2=[N:7][C:8]([O:11][C:12]3[CH:17]=[C:16]([CH3:18])[C:15]([O:19][C:8](=[O:11])[CH3:9])=[C:14]([CH3:20])[C:13]=3[CH3:21])=[CH:9][CH:10]=[C:5]2[N:4]=1)(=[O:1])[CH3:3]. Procedure details: To 400 ml of a solution of 38.0 g of 2-hydroxymethyl-5-(4-hydroxy-2,3,5-trimethylphenoxy)-3-methyl-3H-imidazo[4,5-b]pyridine in pyridine, 69 ml of acetic anhydride were added dropwise under ice cooling. After stirring at room temperature for 3 hours, the reaction mixture was allowed to stand overnight at room temperature. The solvent was distilled off under reduced pressure. Water was added to the residue, followed by extraction with ethyl acetate. The extract was washed with saturated saline an... Reactants: C(C)OC(=O)C=1C(=C2C(=C(N1)C#N)N(C(=C2Cl)Cl)CC2=C(C=CC=C2)F)O (2,3-dichloro-7-cyano-1-(2-fluoro-benzyl)-4-hydroxy-1H-pyrrolo[2,3-c]pyridine-5-carboxylic acid ethyl ester), NCC(=O)O (glycine), C[O-].[Na+].CO (NaOMe HOMe). Product: ClC1=C(C=2C(=C(N=C(C2O)C(=O)NCC(=O)O)C#N)N1CC1=C(C=CC=C1)F)Cl ({[2,3-Dichloro-7-cyano-1-(2-fluoro-benzyl)-4-hydroxy-1H-pyrrolo[2,3-c]pyridine-5-carbonyl]-amino}-acetic acid). As a reaction SMILES: C(O[C:4]([C:6]1[C:7]([OH:27])=[C:8]2[C:16]([Cl:17])=[C:15]([Cl:18])[N:14]([CH2:19][C:20]3[CH:25]=[CH:24][CH:23]=[CH:22][C:21]=3[F:26])[C:9]2=[C:10]([C:12]#[N:13])[N:11]=1)=[O:5])C.[NH2:28][CH2:29][C:30]([OH:32])=[O:31].C[O-].[Na+].CO>>[Cl:18][C:15]1[N:14]([CH2:19][C:20]2[CH:25]=[CH:24][CH:23]=[CH:22][C:21]=2[F:26])[C:9]2=[C:10]([C:12]#[N:13])[N:11]=[C:6]([C:4]([NH:28][CH2:29][C:30]([OH:32])=[O:31])=[O:5])[C:7]([OH:27])=[C:8]2[C:16]=1[Cl:17] |f:2.3.4|. Procedure: Prepared in analogy to that of Example 1(e) from 2,3-dichloro-7-cyano-1-(2-fluoro-benzyl)-4-hydroxy-1H-pyrrolo[2,3-c]pyridine-5-carboxylic acid ethyl ester, glycine and NaOMe/HOMe. The title compound, ESI MS (m/z): 437 (M+H)+. Starting materials: C(=O)C1=C(C(=O)OC)C=C(C(=C1C)C)CC1=CC=C(C=C1)OC (methyl 2-formyl-5-(4-methoxybenzyl)-3,4-dimethylbenzoate), N[C@H]1COCC[C@@H]1O ((3S,4S)-3-aminotetrahydro-2H-pyran-4-ol), S(=O)(=O)([O-])[O-].[Mg+2] (magnesium sulfate). The solvent is C1CCOC1 (THF). Conditions: time 5 hour. Product: COC1=CC=C(CC2=C(C(=C3CN(C(C3=C2)=O)[C@H]2COCC[C@@H]2O)C)C)C=C1 (1,5-anhydro-2,4-dideoxy-2-(6-(4-methoxybenzyl)-4,5-dimethyl-1-oxo-1,3-dihydro-2H-isoindol-2-yl)-L-threo-pentitol). Yield: 5.2%. Reaction SMILES: [CH:1]([C:3]1[C:12]([CH3:13])=[C:11]([CH3:14])[C:10]([CH2:15][C:16]2[CH:21]=[CH:20][C:19]([O:22][CH3:23])=[CH:18][CH:17]=2)=[CH:9][C:4]=1[C:5](OC)=[O:6])=O.[NH2:24][C@@H:25]1[C@@H:30]([OH:31])[CH2:29][CH2:28][O:27][CH2:26]1.S([O-])([O-])(=O)=O.[Mg+2]>C1COCC1>[CH3:23][O:22][C:19]1[CH:18]=[CH:17][C:16]([CH2:15][C:10]2[CH:9]=[C:4]3[C:3]([CH2:1][N:24]([C@@H:25]4[C@@H:30]([OH:31])[CH2:29][CH2:28][O:27][CH2:26]4)[C:5]3=[O:6])=[C:12]([CH3:13])[C:11]=2[CH3:14])=[CH:21][CH:20]=1 |f:2.3|. Procedure: To a solution of methyl 2-formyl-5-(4-methoxybenzyl)-3,4-dimethylbenzoate (13.5 g) in THF (270 mL) were added (3S,4S)-3-aminotetrahydro-2H-pyran-4-ol (5.06 g) and anhydrous magnesium sulfate (9.99 g), and the mixture was stirred at room temperature for 5 hr. The insoluble substance was removed by filtration, and the filtrate was concentrated. The residue was diluted with methanol (220 mL)-THF (250 mL), sodium triacetoxyborohydride (18.3 g) was added thereto, and the mixture was stirred at room t... Reactants: O=C(Cl)c1ccccc1, CCN(C(C)C)C(C)C, ClCCl, CCOC(=O)C1CCCNC1. Yields the product CCOC(=O)C1CCCN(C(=O)c2ccccc2)C1. Reaction SMILES: [C:21]([c:22]1[cH:23][cH:24][cH:25][cH:26][cH:27]1)(=[O:28])[Cl:29].[CH:12]([N:13]([CH:14]([CH3:15])[CH3:16])[CH2:17][CH3:18])([CH3:19])[CH3:20].[Cl:30][CH2:31][Cl:32].[NH:1]1[CH2:2][CH:3]([C:4](=[O:5])[O:6][CH2:7][CH3:8])[CH2:9][CH2:10][CH2:11]1>>[N:1]1([C:21]([c:22]2[cH:23][cH:24][cH:25][cH:26][cH:27]2)=[O:28])[CH2:2][CH:3]([C:4](=[O:5])[O:6][CH2:7][CH3:8])[CH2:9][CH2:10][CH2:11]1. The reactants are ClCCCCCN1C2=NC(=NC(=C2N=C1OC)N)OC(C)C (9-(5-chloropentyl)-2-[(1-methylethyl)oxy]-8-(methyloxy)-9H-purin-6-amine), N1CCCCC1 (piperidine). Product: NC1=C2NC(N(C2=NC(=N1)OC(C)C)CCCCCN1CCCCC1)=O (6-Amino-2-[(1-methylethyl)oxyl]-9-[5-(1-piperidinyl)pentyl]-7,9-dihydro-8H-purin-8-one). Reaction SMILES: Cl[CH2:2][CH2:3][CH2:4][CH2:5][CH2:6][N:7]1[C:15]([O:16]C)=[N:14][C:13]2[C:8]1=[N:9][C:10]([O:19][CH:20]([CH3:22])[CH3:21])=[N:11][C:12]=2[NH2:18].[NH:23]1[CH2:28][CH2:27][CH2:26][CH2:25][CH2:24]1>>[NH2:18][C:12]1[N:11]=[C:10]([O:19][CH:20]([CH3:22])[CH3:21])[N:9]=[C:8]2[C:13]=1[NH:14][C:15](=[O:16])[N:7]2[CH2:6][CH2:5][CH2:4][CH2:3][CH2:2][N:23]1[CH2:28][CH2:27][CH2:26][CH2:25][CH2:24]1. Procedure details: Prepared similarly to Example 29 from 9-(5-chloropentyl)-2-[(1-methylethyl)oxy]-8-(methyloxy)-9H-purin-6-amine and piperidine. Reactants: CC(C)N, CC1NC(=O)CC2=C1c1cccnc1N(Br)C2, CCO. Yields the product CC(C)NN1CC2=C(c3cccnc31)C(C)NC(=O)C2. RXN SMILES: [CH3:18][CH:19]([CH3:20])[NH2:21].[CH3:1][CH:2]1[NH:3][C:4](=[O:17])[CH2:5][C:6]2=[C:15]1[c:14]1[c:9]([n:10][cH:11][cH:12][cH:13]1)[N:8]([Br:16])[CH2:7]2.[CH3:22][CH2:23][OH:24]>>[CH3:1][CH:2]1[NH:3][C:4](=[O:17])[CH2:5][C:6]2=[C:15]1[c:14]1[c:9]([n:10][cH:11][cH:12][cH:13]1)[N:8]([NH:21][CH:19]([CH3:18])[CH3:20])[CH2:7]2.